Task: describe an organic reaction: reactants, conditions, products, and yield. Dataset: the Open Reaction Database (ORD), a public repository of structured organic reaction records Starting materials: Brc1cccnc1, CCOC(=O)C(=O)OCC, O=C([O-])O, [Li]CCCC, CCOCC, Cl, [Na+]. Product: CCOC(=O)C(=O)c1cccnc1. Reaction SMILES: [Br:6][c:7]1[cH:8][n:9][cH:10][cH:11][cH:12]1.[C:13]([C:14](=[O:15])[O:16][CH2:17][CH3:18])(=[O:19])[O:20][CH2:21][CH3:22].[C:24](=[O:25])([OH:26])[O-:27].[CH2:1]([Li:2])[CH2:3][CH2:4][CH3:5].[CH3:29][CH2:30][O:31][CH2:32][CH3:33].[ClH:23].[Na+:28]>>[c:7]1([C:13]([C:14](=[O:15])[O:16][CH2:17][CH3:18])=[O:19])[cH:8][n:9][cH:10][cH:11][cH:12]1. The reactants are COc1ccc(CNc2ccc3c(CO)nn(Cc4ccc(OC)cc4)c3n2)cc1, ClC(Cl)Cl, [Na+], O=C([O-])O, O=S(Cl)Cl. Yields the product COc1ccc(CNc2ccc3c(CCl)nn(Cc4ccc(OC)cc4)c3n2)cc1. Reaction SMILES: [CH3:1][O:2][c:3]1[cH:4][cH:5][c:6]([CH2:7][n:8]2[n:9][c:10]([CH2:27][OH:28])[c:11]3[c:12]2[n:13][c:14]([NH:17][CH2:18][c:19]2[cH:20][cH:21][c:22]([O:25][CH3:26])[cH:23][cH:24]2)[cH:15][cH:16]3)[cH:29][cH:30]1.[CH:40]([Cl:41])([Cl:42])[Cl:43].[Na+:39].[O-:35][C:36]([OH:37])=[O:38].[S:31]([Cl:32])([Cl:33])=[O:34]>>[CH3:1][O:2][c:3]1[cH:4][cH:5][c:6]([CH2:7][n:8]2[n:9][c:10]([CH2:27][Cl:33])[c:11]3[c:12]2[n:13][c:14]([NH:17][CH2:18][c:19]2[cH:20][cH:21][c:22]([O:25][CH3:26])[cH:23][cH:24]2)[cH:15][cH:16]3)[cH:29][cH:30]1.